This data is from the Open Reaction Database (ORD), a public repository of structured organic reaction records. The task is: describe an organic reaction: reactants, conditions, products, and yield Starting materials: solution, Cl (hydrogen chloride), C(C)(C)(C)OC(=O)N1C[C@@H](OCC1)COC1=C(C=CC=C1)CCC1=CC=CC=C1 ((R)-4-t-butoxycarbonyl-2-[2-(2-phenylethyl)phenoxymethyl]morpholine). The solvent is O1CCOCC1 (dioxane), O1CCOCC1 (dioxane). Reaction conditions: time 1 hour. Yields the product Cl.C1(=CC=CC=C1)CCC1=C(OC[C@H]2CNCCO2)C=CC=C1 ((R)-2-[2-(2-Phenylethyl)phenoxymethyl]morpholine hydrochloride). Isolated yield 89.0%. RXN SMILES: C(OC([N:8]1[CH2:13][CH2:12][O:11][C@@H:10]([CH2:14][O:15][C:16]2[CH:21]=[CH:20][CH:19]=[CH:18][C:17]=2[CH2:22][CH2:23][C:24]2[CH:29]=[CH:28][CH:27]=[CH:26][CH:25]=2)[CH2:9]1)=O)(C)(C)C.[ClH:30]>O1CCOCC1>[ClH:30].[C:24]1([CH2:23][CH2:22][C:17]2[CH:18]=[CH:19][CH:20]=[CH:21][C:16]=2[O:15][CH2:14][C@@H:10]2[O:11][CH2:12][CH2:13][NH:8][CH2:9]2)[CH:25]=[CH:26][CH:27]=[CH:28][CH:29]=1 |f:3.4|. Reported procedure: 0.930 g of (R)-4-t-butoxycarbonyl-2-[2-(2-phenylethyl)phenoxymethyl]morpholine [prepared as described in step (a) above] was dissolved in 5 ml of dioxane, and 5 ml of a 4N solution of hydrogen chloride in dioxane was added to the solution, which was then allowed to stand at room temperature for 1 hour. At the end of this time, the mixture was concentrated by distillation under reduced pressure, and the resulting oil was dissolved in 25 ml of ethyl acetate and allowed to stand at room temperature... Starting materials: ClC=1C=CC=2N(N1)C(=CN2)C2=CC(=CC=C2)F (6-chloro-3-(3-fluorophenyl)imidazo[1,2-b]pyridazine), N[C@@H]1CC[C@H](CC1)C(C)(C)O (2-(trans-4-aminocyclohexyl)propan-2-ol), C(=O)(O)[O-].[Na+] (NaHCO3), 8-75. Solvent: CN1CCCC1=O (NMP). Reaction conditions: time 30 minute. Yields the product FC=1C=C(C=CC1)C1=CN=C2N1N=C(C=C2)N[C@@H]2CC[C@H](CC2)C(C)(C)O (2-(trans-4-((3-(3-fluorophenyl)imidazo[1,2-b]pyridazin-6-yl)amino)cyclohexyl)propan-2-ol). As a reaction SMILES: Cl[C:2]1[CH:3]=[CH:4][C:5]2[N:6]([C:8]([C:11]3[CH:16]=[CH:15][CH:14]=[C:13]([F:17])[CH:12]=3)=[CH:9][N:10]=2)[N:7]=1.[NH2:18][C@H:19]1[CH2:24][CH2:23][C@H:22]([C:25]([OH:28])([CH3:27])[CH3:26])[CH2:21][CH2:20]1.C([O-])(O)=O.[Na+]>CN1C(=O)CCC1>[F:17][C:13]1[CH:12]=[C:11]([C:8]2[N:6]3[N:7]=[C:2]([NH:18][C@H:19]4[CH2:24][CH2:23][C@H:22]([C:25]([OH:28])([CH3:26])[CH3:27])[CH2:21][CH2:20]4)[CH:3]=[CH:4][C:5]3=[N:10][CH:9]=2)[CH:16]=[CH:15][CH:14]=1 |f:2.3|. Reported procedure: To a solution of give 6-chloro-3-(3-fluorophenyl)imidazo[1,2-b]pyridazine (100 mg, 0.404 mmol) in NMP (2 mL) was added 2-(trans-4-aminocyclohexyl)propan-2-ol (95 mg, 0.6 mmol) and NaHCO3 (101.8 mg, 1.21 mmol). The mixture was purged with nitrogen and kept at 180° C. for 30 min with M.W. reaction. LCMS showed the reaction was complete. The mixture was partitioned between water (100 mL) and EtOAc (50 mL). The aqueous layer was extracted with EtOAc (50 mL*3). The combined extracts were dried over N... Starting materials: CN(C)CC1=CC=2CN(CCC2O1)C(C1=CC=C(C=C1)C(C1=CC=C(C=C1)F)=O)=O (N,N-Dimethyl-[5-[4-(4-fluorobenzoyl)benzoyl]-4,5,6,7-tetrahydrofuro[3,2-c]pyridin-2-ylmethyl]amine), Cl (hydrogen chloride). Solvent: CO (methanol), C(C)(=O)OCC (ethyl acetate). The product is Cl.CN(C)CC1=CC=2CN(CCC2O1)C(C1=CC=C(C=C1)C(C1=CC=C(C=C1)F)=O)=O (N,N-dimethyl-[5-[4-(4-fluorobenzoyl)benzoyl]-4,5,6,7-tetrahydrofuro[3,2-c]pyridin-2-ylmethyl]amine hydrochloride). RXN SMILES: [CH3:1][N:2]([CH2:4][C:5]1[O:13][C:12]2[CH2:11][CH2:10][N:9]([C:14](=[O:30])[C:15]3[CH:20]=[CH:19][C:18]([C:21](=[O:29])[C:22]4[CH:27]=[CH:26][C:25]([F:28])=[CH:24][CH:23]=4)=[CH:17][CH:16]=3)[CH2:8][C:7]=2[CH:6]=1)[CH3:3].[ClH:31]>CO.C(OCC)(=O)C>[ClH:31].[CH3:3][N:2]([CH2:4][C:5]1[O:13][C:12]2[CH2:11][CH2:10][N:9]([C:14](=[O:30])[C:15]3[CH:20]=[CH:19][C:18]([C:21](=[O:29])[C:22]4[CH:23]=[CH:24][C:25]([F:28])=[CH:26][CH:27]=4)=[CH:17][CH:16]=3)[CH2:8][C:7]=2[CH:6]=1)[CH3:1] |f:4.5|. Procedure: N,N-Dimethyl-[5-[4-(4-fluorobenzoyl)benzoyl]-4,5,6,7-tetrahydrofuro[3,2-c]pyridin-2-ylmethyl]amine 0.116 g was dissolved in 2 ml of methanol; hydrogen chloride in ethyl acetate was added in excess, followed by stirring. This mixture was then concentrated; the resulting solid was washed with diethyl ether to yield the desired product. Reactants: CN(C)CC=1SC=C(N1)CSCCN (2-(2-dimethylaminomethyl-4-thiazolylmethylthio)ethylamine), CSC1=NC=C(C(N1)=S)CC=1C=NC=CC1 (2-methylthio-5-(3-pyridyl)methyl-4-pyrimidinethione). The solvent is N1=CC=CC=C1 (pyridine). Product: CN(C)CC=1SC=C(N1)CSCCNC1=NC=C(C(N1)=S)CC=1C=NC=CC1 (2-[2-(2-dimethylaminomethyl-4-thiazolylmethylthio)ethyl]amino-5-(3-pyridyl)methyl-4-pyrimidinethione). Reaction SMILES: [CH3:1][N:2]([CH2:4][C:5]1[S:6][CH:7]=[C:8]([CH2:10][S:11][CH2:12][CH2:13][NH2:14])[N:9]=1)[CH3:3].CS[C:17]1[NH:22][C:21](=[S:23])[C:20]([CH2:24][C:25]2[CH:26]=[N:27][CH:28]=[CH:29][CH:30]=2)=[CH:19][N:18]=1>N1C=CC=CC=1>[CH3:3][N:2]([CH2:4][C:5]1[S:6][CH:7]=[C:8]([CH2:10][S:11][CH2:12][CH2:13][NH:14][C:17]2[NH:22][C:21](=[S:23])[C:20]([CH2:24][C:25]3[CH:26]=[N:27][CH:28]=[CH:29][CH:30]=3)=[CH:19][N:18]=2)[N:9]=1)[CH3:1]. Reported procedure: Following the procedure of Example 12, a mixture of 1.11 g. of 2-(2-dimethylaminomethyl-4-thiazolylmethylthio)ethylamine and 1.24 g. of 2-methylthio-5-(3-pyridyl)methyl-4-pyrimidinethione in 15 ml. of pyridine was refluxed for 2 days. The desired reaction product was purified by gradient elution high pressure liquid chromatography over silica using an ethyl acetate/ethanol/ammonium hydroxide solvent system as the eluant. Fractions shown by tlc to contain 2-[2-(2-dimethylaminomethyl-4-thiazolylme... RXN SMILES: [CH2:1]([NH:2][C:6](=[O:7])[c:8]1[n:9][c:10]2[c:11]([n:12][c:13]1[NH:14][CH2:15][CH2:16][CH2:17][CH3:18])[n:19]([CH2:22][CH3:23])[n:20][cH:21]2)[CH2:3][CH2:4][CH3:5].[CH3:26][CH2:27][OH:28].[Na+:25].[OH-:24]>>[C:6]([OH:7])([c:8]1[n:9][c:10]2[c:11]([n:12][c:13]1[NH:14][CH2:15][CH2:16][CH2:17][CH3:18])[n:19]([CH2:22][CH3:23])[n:20][cH:21]2)=[O:24]. The product is CCCCNc1nc2c(cnn2CC)nc1C(=O)O. Reactants: CCCCNC(=O)c1nc2cnn(CC)c2nc1NCCCC, CCO, [Na+], [OH-]. Reactants: ClC=1C=C(C(=O)O)C=C(C1)S(=O)(=O)Cl (3-Chloro-5-chlorosulfonylbenzoic acid), Cl.CC1CNCC(C1)C (3,5-dimethylpiperidine hydrochloride), [OH-].[Na+] (sodium hydroxide). Run in O (water). Conditions: time 1.5 hour. Product: ClC=1C=C(C(=O)O)C=C(C1)S(=O)(=O)N1CC(CC(C1)C)C (3-Chloro-5-(3,5-dimethylpiperidinosulfonyl)benzoic Acid). Reaction SMILES: [Cl:1][C:2]1[CH:3]=[C:4]([CH:8]=[C:9]([S:11](Cl)(=[O:13])=[O:12])[CH:10]=1)[C:5]([OH:7])=[O:6].Cl.[CH3:16][CH:17]1[CH2:22][CH:21]([CH3:23])[CH2:20][NH:19][CH2:18]1.[OH-].[Na+]>O>[Cl:1][C:2]1[CH:3]=[C:4]([CH:8]=[C:9]([S:11]([N:19]2[CH2:20][CH:21]([CH3:23])[CH2:22][CH:17]([CH3:16])[CH2:18]2)(=[O:13])=[O:12])[CH:10]=1)[C:5]([OH:7])=[O:6] |f:1.2,3.4|. Reported procedure: 3-Chloro-5-chlorosulfonylbenzoic acid (770 mg., 3 m moles) is added to a solution of 3,5-dimethylpiperidine hydrochloride in 30 ml. of water followed by the portionwise addition of 12 ml. of 1 N sodium hydroxide solution with stirring. After 1.5 hrs. at room temperature the reaction mixture is filtered and the filtrate acidified with 12 N hydrochloric acid. The product, 600 mg., m.p. 226°-231° C., is recrystallized from acetone-hexane, 390 mg., m.p. 232.5°-234° C. Reactants: C([O-])([O-])=O.[K+].[K+] (potassium carbonate), BrCC\C=C/1\C2=C(OCC3=C1C=CC=N3)C=CC(=C2)C(C)(C)O ((E)-2-[5-(3-bromo-propylidene)-5,11-dihydro-10-oxa-1-aza-dibenzo[a,d]cyclohepten-7-yl]-propan-2-ol), COC(CCN(C1CNCC1)CC1=CC=C(C=C1)Cl)=O (3-[(4-chloro-benzyl)-pyrrolidin-3-yl-amino]-propionic acid methyl ester). Run in C(C)#N.O (acetonitrile water). Run at temperature 50 celsius, time 24 hour. Product: COC(CCN(C1CN(CC1)CCC=C1C2=C(OCC3=C1C=CC=N3)C=CC(=C2)C(C)(C)O)CC2=CC=C(C=C2)Cl)=O (3-[(4-Chloro-benzyl)-(1-{3-[7-(1-hydroxy-1-methyl-ethyl)-11H-10-oxa-1-aza-dibenzo[a,d]cyclohepten-5-ylidene]-propyl}-pyrrolidin-3-yl)-amino]-propionic acid methyl ester). As a reaction SMILES: [CH3:1][O:2][C:3](=[O:20])[CH2:4][CH2:5][N:6]([CH2:12][C:13]1[CH:18]=[CH:17][C:16]([Cl:19])=[CH:15][CH:14]=1)[CH:7]1[CH2:11][CH2:10][NH:9][CH2:8]1.C(=O)([O-])[O-].[K+].[K+].Br[CH2:28][CH2:29]/[CH:30]=[C:31]1/[C:32]2[CH:45]=[C:44]([C:46]([OH:49])([CH3:48])[CH3:47])[CH:43]=[CH:42][C:33]=2[O:34][CH2:35][C:36]2[N:41]=[CH:40][CH:39]=[CH:38][C:37]/1=2>C(#N)C.O>[CH3:1][O:2][C:3](=[O:20])[CH2:4][CH2:5][N:6]([CH2:12][C:13]1[CH:14]=[CH:15][C:16]([Cl:19])=[CH:17][CH:18]=1)[CH:7]1[CH2:11][CH2:10][N:9]([CH2:28][CH2:29][CH:30]=[C:31]2[C:37]3[CH:38]=[CH:39][CH:40]=[N:41][C:36]=3[CH2:35][O:34][C:33]3[CH:42]=[CH:43][C:44]([C:46]([OH:49])([CH3:48])[CH3:47])=[CH:45][C:32]2=3)[CH2:8]1 |f:1.2.3,5.6|. Procedure: To a solution of 3-[(4-chloro-benzyl)-pyrrolidin-3-yl-amino]-propionic acid methyl ester (0.06 g, 0.2 mmol) in acetonitrile:water (3:1) was added potassium carbonate (0.056 g, 0.4 mmol) and (E)-2-[5-(3-bromo-propylidene)-5,11-dihydro-10-oxa-1-aza-dibenzo[a,d]cyclohepten-7-yl]-propan-2-ol (0.065 g, 0.17 mmol) and reaction stirred at 50° C. for 24 h. The reaction mixture was concentrated in vacuo, diluted with ethyl acetate and dried over sodium sulfate. The crude product was purified by flash chr... Reactants: CCOC(=O)CP(=O)(OCC)OCC (phosphonoacetic acid triethyl ester), [H-].[Na+] (sodium hydride), COC=1C=C(C=O)C=CC1OC (3,4-dimethoxybenzaldehyde). Solvent: O1CCCC1 (tetrahydrofuran), O1CCCC1 (tetrahydrofuran). Yields the product C(C)OC(C=CC1=CC(=C(C=C1)OC)OC)=O (3-(3,4-Dimethoxyphenyl)acrylic acid ethyl ester). Reaction SMILES: [H-].[Na+].[CH3:3][CH2:4][O:5][C:6]([CH2:8]P(OCC)(OCC)=O)=[O:7].[CH3:17][O:18][C:19]1[CH:20]=[C:21]([CH:24]=[CH:25][C:26]=1[O:27][CH3:28])[CH:22]=O>O1CCCC1>[CH2:4]([O:5][C:6](=[O:7])[CH:8]=[CH:22][C:21]1[CH:24]=[CH:25][C:26]([O:27][CH3:28])=[C:19]([O:18][CH3:17])[CH:20]=1)[CH3:3] |f:0.1|. Reported procedure: 16.5 g (0.55 mol) of sodium hydride (80%) are stirred in 500 ml of tetrahydrofuran and 123.3 g (0.55 mol) of phosphonoacetic acid triethyl ester are added dropwise to give a clear solution. Then over 15 minutes a solution of 83.1 g (0.50 mol) of 3,4-dimethoxybenzaldehyde in 200 ml of tetrahydrofuran are added. The mixture is then stirred under reflux for 30 minutes. After cooling, the clear solution is separated from the insoluble material which is dissolved in 500 ml of water and extracted twic... Starting materials: C(C)(=O)C1=CC=CC=C1 (acetophenone), Cl (hydrochloric acid), [OH-].[K+] (potassium hydroxide), C1COCCOCCOCCOCCOCCO1 (18-crown-6), C(C)(C)(C)C1=C(CC=C1)C (t-butyl-methylcyclopentadiene). Solvent: C1CCOC1 (THF). Reaction conditions: time 10 minute. Yields the product C(C)(C)(C)C=1C=C(C(C1)=C(C)C1=CC=CC=C1)C (3-tert-butyl-6-phenyl-1,6-dimethyl-fulvene). Reaction SMILES: [OH-].[K+].[CH2:3]1OCCOCCOCCOCCOCCOC1.[C:21]([C:25]1[CH:29]=[CH:28][CH2:27][C:26]=1C)([CH3:24])([CH3:23])[CH3:22].[C:31]([C:34]1[CH:39]=[CH:38][CH:37]=[CH:36][CH:35]=1)(=O)[CH3:32].Cl>C1COCC1>[C:21]([C:25]1[CH:26]=[C:27]([CH3:28])[C:32](=[C:31]([C:34]2[CH:39]=[CH:38][CH:37]=[CH:36][CH:35]=2)[CH3:3])[CH:29]=1)([CH3:24])([CH3:23])[CH3:22] |f:0.1|. Procedure: To a 100-ml three-neck flask, 1.50 g of potassium hydroxide pulverized in mortar, 0.91 g of 18-crown-6 and 45 ml of THF were charged under nitrogen atmosphere. 2.70 g of t-butyl-methylcyclopentadiene was added dropwise thereto over 10 minutes in a water bath, and the mixture was stirred for 3 hours. The solution was added with 11.33 g of acetophenone dropwise over 10 minutes, and the mixture was stirred for 22 hours. The reaction solution was poured into 100 ml of 2N hydrochloric acid. The organ...